From a dataset of the Open Reaction Database (ORD), a public repository of structured organic reaction records. describe an organic reaction: reactants, conditions, products, and yield Starting materials: CCCCOC(C)Oc1ccc(OB([O-])[O-])cc1, O=C([O-])[O-], C=CCN1CCC(C(=O)Nc2ccc(CN(C)C3CCOCC3)cc2)=Cc2cc(Br)ccc21, CCO, Cc1ccccc1, [K+], [K+], O. Yields the product C=CCN1CCC(C(=O)Nc2ccc(CN(C)C3CCOCC3)cc2)=Cc2cc(-c3ccc(OC(C)OCCCC)cc3)ccc21. Reaction SMILES: [B:37]([O-:38])([O-:53])[O:54][c:39]1[cH:40][cH:41][c:42]([O:45][CH:46]([CH3:47])[O:48][CH2:49][CH2:50][CH2:51][CH3:52])[cH:43][cH:44]1.[C:55](=[O:56])([O-:57])[O-:58].[CH2:4]([CH:5]=[CH2:6])[N:7]1[CH2:8][CH2:9][C:10]([C:19](=[O:20])[NH:21][c:22]2[cH:23][cH:24][c:25]([CH2:28][N:29]([CH:30]3[CH2:31][CH2:32][O:33][CH2:34][CH2:35]3)[CH3:36])[cH:26][cH:27]2)=[CH:11][c:12]2[c:13]1[cH:14][cH:15][c:16]([Br:18])[cH:17]2.[CH3:1][CH2:2][OH:3].[CH3:61][c:62]1[cH:63][cH:64][cH:65][cH:66][cH:67]1.[K+:59].[K+:60].[OH2:68]>>[CH2:4]([CH:5]=[CH2:6])[N:7]1[CH2:8][CH2:9][C:10]([C:19](=[O:20])[NH:21][c:22]2[cH:23][cH:24][c:25]([CH2:28][N:29]([CH:30]3[CH2:31][CH2:32][O:33][CH2:34][CH2:35]3)[CH3:36])[cH:26][cH:27]2)=[CH:11][c:12]2[c:13]1[cH:14][cH:15][c:16](-[c:39]1[cH:40][cH:41][c:42]([O:45][CH:46]([CH3:47])[O:48][CH2:49][CH2:50][CH2:51][CH3:52])[cH:43][cH:44]1)[cH:17]2. The reactants are NNC(=O)NN (carbazide), aldehyde, ClC1=C(C=C2C(C(NC2=C1)=O)=O)I (6-chloro-5-iodo-isatin). Product: CN1[C@@H](CCCC1)CO ((S)-(−)-1-Methyl-2-piperidinemethanol). Reaction SMILES: NN[C:3](NN)=O.ClC1C=[C:15]2[C:11]([C:12](=[O:18])[C:13](=O)[NH:14]2)=[CH:10][C:9]=1I>>[CH3:3][N:14]1[CH2:15][CH2:11][CH2:10][CH2:9][C@H:13]1[CH2:12][OH:18]. Procedure details: Compound (S)-(−)-6 was prepared from carbazide (S)-d and aldehyde C (prepared from 6-chloro-5-iodo-isatin by Method I and Method A) by the procedure described in Example 5. 1H NMR (DMSO-d6) δ 1.10-1.30 (m, 2H), 1.49 (m, 3H), 1.64 (m, 1H), 2.09 (t, 1H), 2.38 (s, 1H), 2.41 (s, 3H), 2.83 (d, 1H), 3.00 (dd, 2H), 3.23 (dd, 2H), 4.13 (s, 3H), 4.18 (q, 1H), 4.31 (q, 1H), 6.90 (s, 1H), 7.30 (s, 1H), 7.85 (s, 1H), 8.04 (s, 1H), 8.14 (s, 1H), 8.38 (s, 1H), 8.41 (s, 1H), 8.45 (s, 1H). ESI-MS m/z 493.2 (100... Reactants: ClC=1N=CC2=C(N1)N(C=C2)C (2-chloro-7-methyl-7H-pyrrolo[2,3-d]pyrimidine), C1N(CCC2=CC=CC=C12)CC(CNC1=NC=CC(=C1)B1OC(C(O1)(C)C)(C)C)O (1-(3,4-dihydroisoquinolin-2(1H)-yl)-3-((4-(4,4,5,5-tetramethyl-1,3,2-dioxaborolan-2-yl)pyridin-2-yl)amino)propan-2-ol), C(=O)([O-])[O-].[K+].[K+] (K2CO3). Reagents/catalysts: C1=CC=C(C=C1)P([C-]2C=CC=C2)C3=CC=CC=C3.C1=CC=C(C=C1)P([C-]2C=CC=C2)C3=CC=CC=C3.Cl[Pd]Cl.[Fe+2] (Pd(dppf)Cl2). Solvent: O1CCOCC1 (dioxane), O (H2O). Conditions: temperature 100 celsius, time 16 hour. Product: C1N(CCC2=CC=CC=C12)CC(CNC1=NC=CC(=C1)C=1N=CC2=C(N1)N(C=C2)C)O (1-(3,4-dihydroisoquinolin-2(1H)-yl)-3-((4-(7-methyl-7H-pyrrolo[2,3-d]pyrimidin-2-yl)pyridin-2-yl)amino)propan-2-ol), C(=O)[O-] (formate). The yield is 111.1%. As a reaction SMILES: Cl[C:2]1[N:3]=[CH:4][C:5]2[CH:10]=[CH:9][N:8]([CH3:11])[C:6]=2[N:7]=1.[CH2:12]1[C:21]2[C:16](=[CH:17][CH:18]=[CH:19][CH:20]=2)[CH2:15][CH2:14][N:13]1[CH2:22][CH:23]([OH:41])[CH2:24][NH:25][C:26]1[CH:31]=[C:30](B2OC(C)(C)C(C)(C)O2)[CH:29]=[CH:28][N:27]=1.[C:42]([O-])([O-:44])=[O:43].[K+].[K+]>O1CCOCC1.O.C1C=CC(P(C2C=CC=CC=2)[C-]2C=CC=C2)=CC=1.C1C=CC(P(C2C=CC=CC=2)[C-]2C=CC=C2)=CC=1.Cl[Pd]Cl.[Fe+2]>[CH2:12]1[C:21]2[C:16](=[CH:17][CH:18]=[CH:19][CH:20]=2)[CH2:15][CH2:14][N:13]1[CH2:22][CH:23]([OH:41])[CH2:24][NH:25][C:26]1[CH:31]=[C:30]([C:2]2[N:3]=[CH:4][C:5]3[CH:10]=[CH:9][N:8]([CH3:11])[C:6]=3[N:7]=2)[CH:29]=[CH:28][N:27]=1.[CH:42]([O-:44])=[O:43] |f:2.3.4,7.8.9.10|. Reported procedure: To a solution of 2-chloro-7-methyl-7H-pyrrolo[2,3-d]pyrimidine (100 mg, 0.6 mmol) in dioxane (4 ml) and H2O (1 mL) was added 1-(3,4-dihydroisoquinolin-2(1H)-yl)-3-((4-(4,4,5,5-tetramethyl-1,3,2-dioxaborolan-2-yl)pyridin-2-yl)amino)propan-2-ol (292 mg, 0.716 mmol), Pd(dppf)Cl2 (44 mg, 0.06 mmol) and K2CO3 (249 mg, 1.8 mmol) at 27° C. The mixture was stirred for 16 h at 100° C. After shown to be complete by TLC the reaction mixture was concentrated and the crude residue purified by prep-HPLC separ... RXN SMILES: [NH2:1][C:2]1[CH:7]=[CH:6][N:5]=[CH:4][CH:3]=1.CC(C)([O-])C.[K+].[CH3:14][S:15][C:16]1[C:20]([C:21]#[N:22])=[C:19](SC)[S:18][N:17]=1.[Cl-].[NH4+]>C1COCC1.O>[CH3:14][S:15][C:16]1[C:20]([C:21]#[N:22])=[C:19]([NH:1][C:2]2[CH:7]=[CH:6][N:5]=[CH:4][CH:3]=2)[S:18][N:17]=1 |f:1.2,4.5|. Yields the product CSC1=NSC(=C1C#N)NC1=CC=NC=C1 (3-Methylsulfanyl-5-(pyridin-4-ylamino)-isothiazole-4-carbonitrile). Solvent: C1CCOC1 (THF), O (water). Procedure: 4-aminopyridine (930 mg, 9.9 mmol) is dissolved in anhydrous THF (30 mL) and potassium tertbutoxide (1.11 g, 9.9 mmol) is added. The resulting solution is stirred for 1 hour at room temperature. 3,5-Bis-methylsulfanyl-isothiazole-4-carbonitrile (6) (1.0 g, 4.94 mmol) is added and the reaction is stirred for 3 days. Ammonium chloride (173 mg, 9.9 mmol) is added and the resulting suspension is stirred at room temperature for 30 min. A small amount of water is added and the solution is filtered. Th... Reactants: CC(C)([O-])C.[K+] (potassium tertbutoxide), [Cl-].[NH4+] (Ammonium chloride), NC1=CC=NC=C1 (4-aminopyridine), CSC1=NSC(=C1C#N)SC (3,5-Bis-methylsulfanyl-isothiazole-4-carbonitrile). Isolated yield 81.5%. Reaction conditions: time 1 hour. Starting materials: BrC=1C=C2C=3N(C(C(NC3C1)=O)=O)C(CC2)CC(=O)O (9-bromo-5-carboxymethyl-6,7-dihydro-1H, 5H-pyrido[1,2,3-de]quinoxaline-2,3-dione), C1(=C(C=CC=C1)N)N (o-phenylenediamine). Product: BrC=1C=C2C=3N(C(C(NC3C1)=O)=O)C(CC2)CC(NC2=C(C=CC=C2)N)=O (9-Bromo-5-(o-aminophenylcarbamoylmethyl)-6,7-dihydro-1H, 5H-pyrido[1,2,3-de]quinoxaline-2,3-dione). Yield: 97.9%. RXN SMILES: [Br:1][C:2]1[CH:3]=[C:4]2[CH2:16][CH2:15][CH:14]([CH2:17][C:18](O)=[O:19])[N:6]3[C:7](=[O:13])[C:8](=[O:12])[NH:9][C:10]([CH:11]=1)=[C:5]23.[C:21]1([NH2:28])[CH:26]=[CH:25][CH:24]=[CH:23][C:22]=1[NH2:27]>>[Br:1][C:2]1[CH:3]=[C:4]2[CH2:16][CH2:15][CH:14]([CH2:17][C:18](=[O:19])[NH:27][C:22]3[CH:23]=[CH:24][CH:25]=[CH:26][C:21]=3[NH2:28])[N:6]3[C:7](=[O:13])[C:8](=[O:12])[NH:9][C:10]([CH:11]=1)=[C:5]23. Procedure: A procedure similar to that described in Example 5 was carried out with 9-bromo-5-carboxymethyl-6,7-dihydro-1H, 5H-pyrido[1,2,3-de]quinoxaline-2,3-dione (300 mg, 0.88 mmol) and o-phenylenediamine (110 mg, 1 mmol) to give 370 mg of the title compound (98%): mp>270° C.; 1H NMR (270 MHz, DMSO-d6) δ12.07 (s, 1H), 9.23 (s, 1H), 7.25 (d, 1H, J=2 Hz), 7.17 (d, 1H, J=2 Hz), 7.13 (dd, 1H, J=8.1 Hz), 6.91 (dt, 1H, J=2, 8.1 Hz), 6.72 (dd, 1H, J=2, 8.1 Hz), 6.54 (dt, 1H, J=8.1, 2 Hz), 5.19~5.27 (m, 1H), 4.8...